From a dataset of the Open Reaction Database (ORD), a public repository of structured organic reaction records. describe an organic reaction: reactants, conditions, products, and yield Yields the product OC1=C(C=CC(=C1C)OCC1=NC(=NO1)CC1=CC(=CC=C1)I)C(C)=O (1-{2-hydroxy-4-[3-(3-iodo-benzyl)-[1,2,4]oxadiazol-5-ylmethoxy]-3-methyl-phenyl}-ethanone). Conditions: temperature 60 celsius. Isolated yield 53.8%. The reactants are C([O-])([O-])=O.[Li+].[Li+] (lithium carbonate), ClCC1=NC(=NO1)CC1=CC(=CC=C1)I (5-chloromethyl-3-(3-iodo-benzyl)-[1,2,4]oxadiazole), OC1=C(C=CC(=C1C)O)C(C)=O (1-(2,4-dihydroxy-3-methyl-phenyl)-ethanone), C1CN2CC1C(C2)C3=NC(=NO3)N (oxadiazole). Procedure: Add lithium carbonate (49 mg, 0.66 mmol) and 5-chloromethyl-3-(3-iodo-benzyl)-[1,2,4]oxadiazole (200 mg, 0.60 mmol) to a solution of 1-(2,4-dihydroxy-3-methyl-phenyl)-ethanone (110 mg, 0.66 mmol) in anhydrous dimethylformamide (20 mL) 4]oxadiazole (200 mg, 0.60 mmol). Heat the reaction mixture at 60° C. overnight. Cool the reaction mixture to RT, pour into H2O, and extract with diethyl ether (3×). Combine the organic layers, wash with brine, dry over sodium sulfate, and concentrate to provide th... The solvent is CN(C=O)C (dimethylformamide), O (H2O). RXN SMILES: C(=O)([O-])[O-].[Li+].[Li+].Cl[CH2:8][C:9]1[O:13][N:12]=[C:11]([CH2:14][C:15]2[CH:20]=[CH:19][CH:18]=[C:17]([I:21])[CH:16]=2)[N:10]=1.[OH:22][C:23]1[C:28]([CH3:29])=[C:27]([OH:30])[CH:26]=[CH:25][C:24]=1[C:31](=[O:33])[CH3:32].C1C2C(C3ON=C(N)N=3)CN(C2)C1>CN(C)C=O.O>[OH:22][C:23]1[C:28]([CH3:29])=[C:27]([O:30][CH2:8][C:9]2[O:13][N:12]=[C:11]([CH2:14][C:15]3[CH:20]=[CH:19][CH:18]=[C:17]([I:21])[CH:16]=3)[N:10]=2)[CH:26]=[CH:25][C:24]=1[C:31](=[O:33])[CH3:32] |f:0.1.2|. Starting materials: CCOC(=O)Cl, Cl, C1CNCCNC1, [Na+], [OH-]. Yields the product CCOC(=O)N1CCCNCC1. As a reaction SMILES: [Cl:8][C:9](=[O:10])[O:11][CH2:12][CH3:13].[ClH:16].[NH:1]1[CH2:2][CH2:3][NH:4][CH2:5][CH2:6][CH2:7]1.[Na+:15].[OH-:14]>>[N:1]1([C:9](=[O:10])[O:11][CH2:12][CH3:13])[CH2:2][CH2:3][NH:4][CH2:5][CH2:6][CH2:7]1. Reactants: O=C([O-])[O-], Cc1ccccc1, OB(O)c1cc(C(F)(F)F)cc(C(F)(F)F)c1, [K+], [K+], Cc1nc(N)c(C#N)nc1Br. Yields the product Cc1nc(N)c(C#N)nc1-c1cc(C(F)(F)F)cc(C(F)(F)F)c1. As a reaction SMILES: [C:29](=[O:30])([O-:31])[O-:32].[CH3:35][c:36]1[cH:37][cH:38][cH:39][cH:40][cH:41]1.[F:12][C:13]([c:14]1[cH:15][c:16]([B:24]([OH:25])[OH:26])[cH:17][c:18]([C:20]([F:21])([F:22])[F:23])[cH:19]1)([F:27])[F:28].[K+:33].[K+:34].[NH2:1][c:2]1[n:3][c:4]([CH3:11])[c:5]([Br:10])[n:6][c:7]1[C:8]#[N:9]>>[NH2:1][c:2]1[n:3][c:4]([CH3:11])[c:5](-[c:16]2[cH:15][c:14]([C:13]([F:12])([F:27])[F:28])[cH:19][c:18]([C:20]([F:21])([F:22])[F:23])[cH:17]2)[n:6][c:7]1[C:8]#[N:9]. Reactants: [Cl-].C[N+](C)=C (N,N-dimethyl-methylenammonium chloride), O1CCC(CC1)=O (tetrahydropyran-4-one), C(C)(=O)Cl (acetyl chloride). Solvent: C(C)#N (acetonitrile). Reaction conditions: temperature 60 celsius, time 45 minute. Product: Cl.CN(C)CC1COCCC1=O (3-dimethylaminomethyltetrahydropyran-4-one hydrochloride). As a reaction SMILES: [O:1]1[CH2:6][CH2:5][C:4](=[O:7])[CH2:3][CH2:2]1.[Cl-].[CH3:9][N+:10](=[CH2:12])[CH3:11].C([Cl:16])(=O)C>C(#N)C>[ClH:16].[CH3:9][N:10]([CH2:12][CH:3]1[C:4](=[O:7])[CH2:5][CH2:6][O:1][CH2:2]1)[CH3:11] |f:1.2,5.6|. Reported procedure: 9.6 g tetrahydropyran-4-one were dissolved in 29 ml acetonitrile, and 9.69 g N,N-dimethyl-methylenammonium chloride, followed by 100 μl acetyl chloride, were added. After the mixture had been stirred at a bath temperature of 60° C. for 45 minutes, it was stirred at room temperature for 60 hours and the precipitate formed was filtered off with suction and dried. 16.4 g 3-dimethylaminomethyltetrahydropyran-4-one hydrochloride were obtained. The corresponding base was liberated from this with methy... Reactants: O=C(O)c1cn(C2CC2)c2cc(Cl)c(F)cc2c1=O, O=S(=O)(c1ccccc1)n1ccc(C2CNCCN2)c1, c1ccncc1. The product is O=C(O)c1cn(C2CC2)c2cc(N3CCNC(c4ccn(S(=O)(=O)c5ccccc5)c4)C3)c(F)cc2c1=O. Reaction SMILES: [Cl:1][c:2]1[c:3]([F:19])[cH:4][c:5]2[c:6](=[O:18])[c:7]([C:15](=[O:16])[OH:17])[cH:8][n:9]([CH:12]3[CH2:13][CH2:14]3)[c:10]2[cH:11]1.[c:20]1([S:26](=[O:27])(=[O:28])[n:29]2[cH:30][c:31]([CH:34]3[NH:35][CH2:36][CH2:37][NH:38][CH2:39]3)[cH:32][cH:33]2)[cH:21][cH:22][cH:23][cH:24][cH:25]1.[cH:40]1[cH:41][cH:42][n:43][cH:44][cH:45]1>>[c:2]1([N:38]2[CH2:37][CH2:36][NH:35][CH:34]([c:31]3[cH:30][n:29]([S:26]([c:20]4[cH:21][cH:22][cH:23][cH:24][cH:25]4)(=[O:27])=[O:28])[cH:33][cH:32]3)[CH2:39]2)[c:3]([F:19])[cH:4][c:5]2[c:6](=[O:18])[c:7]([C:15](=[O:16])[OH:17])[cH:8][n:9]([CH:12]3[CH2:13][CH2:14]3)[c:10]2[cH:11]1. Reactants: COc1ccc(Cl)cc1S(=O)(=O)Cl, Cl, Nc1cc(Br)ccc1CO, c1ccncc1. Yields the product COc1ccc(Cl)cc1S(=O)(=O)Nc1cc(Br)ccc1CO. Reaction SMILES: [Cl:11][c:12]1[cH:13][cH:14][c:15]([O:22][CH3:23])[c:16]([S:18](=[O:19])(=[O:20])[Cl:21])[cH:17]1.[ClH:24].[NH2:1][c:2]1[c:3]([CH2:9][OH:10])[cH:4][cH:5][c:6]([Br:8])[cH:7]1.[cH:25]1[cH:26][cH:27][n:28][cH:29][cH:30]1>>[NH:1]([c:2]1[c:3]([CH2:9][OH:10])[cH:4][cH:5][c:6]([Br:8])[cH:7]1)[S:18]([c:16]1[c:15]([O:22][CH3:23])[cH:14][cH:13][c:12]([Cl:11])[cH:17]1)(=[O:19])=[O:20]. Starting materials: O=C([O-])O, CC(C#N)(CC1CC1)NC(=O)OC(C)(C)C, CCO, Cl, NO, [Na+], O. Product: CC(C)(C)OC(=O)NC(C)(CC1CC1)C(=N)NO. RXN SMILES: [C:1](=[O:2])([OH:3])[O-:4].[C:9]([CH3:10])([CH3:11])([CH3:12])[O:13][C:14]([NH:15][C:16]([CH2:17][CH:18]1[CH2:19][CH2:20]1)([CH3:21])[C:22]#[N:23])=[O:24].[CH3:26][CH2:27][OH:28].[ClH:6].[NH2:7][OH:8].[Na+:5].[OH2:25]>>[NH:7]([OH:8])[C:22]([C:16]([NH:15][C:14]([O:13][C:9]([CH3:10])([CH3:11])[CH3:12])=[O:24])([CH2:17][CH:18]1[CH2:19][CH2:20]1)[CH3:21])=[NH:23]. Reactants: COc1cc(C(=O)O)cc(OC)c1O, CC(=O)OC(C)=O, CC(=O)[O-], [Na+], O. Product: COc1cc(C(=O)OC(C)=O)cc(OC)c1O. Reaction SMILES: [C:1]([c:2]1[cH:3][c:4]([O:5][CH3:6])[c:7]([OH:8])[c:9]([O:10][CH3:11])[cH:12]1)(=[O:13])[OH:14].[CH3:15][C:16](=[O:17])[O:18][C:19](=[O:20])[CH3:21].[CH3:23][C:24](=[O:25])[O-:26].[Na+:22].[OH2:27]>>[C:1]([c:2]1[cH:3][c:4]([O:5][CH3:6])[c:7]([OH:8])[c:9]([O:10][CH3:11])[cH:12]1)([O:13][C:16]([CH3:15])=[O:17])=[O:14].